Dataset: the Open Reaction Database (ORD), a public repository of structured organic reaction records. Task: describe an organic reaction: reactants, conditions, products, and yield Procedure: A mixture of 1,1-di(3-furyl)propanol (43 g) and 1 g of p-toluenesulfonic acid in 300 ml of toluene was allowed to react at room temperature and the resulting mixture was concentrated in vacuo. The residual red oil was purified by silica gel column chromatography (methylene chloride) and kugelrohr distillation (50°-80° C. at 0.25 mmHg) to afford 4 g of 1,1-di(3-furyl)-1-propene (Formula III: R3 =CH3 ; R4 =H; R5 =R6 =3-furyl) as an oil, b.p. 50°-80° C. (0.25 mm). Starting materials: O1C=C(C=C1)C(CC)(O)C1=COC=C1 (1,1-di(3-furyl)propanol), C1(=CC=C(C=C1)S(=O)(=O)O)C (p-toluenesulfonic acid). Solvent: C1(=CC=CC=C1)C (toluene). The yield is 10.3%. Reaction SMILES: [O:1]1[CH:5]=[CH:4][C:3]([C:6]([C:10]2[CH:14]=[CH:13][O:12][CH:11]=2)(O)[CH2:7][CH3:8])=[CH:2]1.C1(C)C=CC(S(O)(=O)=O)=CC=1>C1(C)C=CC=CC=1>[O:1]1[CH:5]=[CH:4][C:3]([C:6]([C:10]2[CH:14]=[CH:13][O:12][CH:11]=2)=[CH:7][CH3:8])=[CH:2]1. Product: O1C=C(C=C1)C(=CC)C1=COC=C1 (1,1-di(3-furyl)-1-propene). Starting materials: C1(CC1)N (cyclopropylamine), COC1=C(C=CC(=C1)OC1CCN(CC1)S(=O)(=O)C=C)CC(=O)N1C(CN(CC1)C1=C(C=CC=C1)C)C(=O)N (1-(2-Methoxy-4-(1-ethenylsulfonyl-4-piperidyloxy)phenylacetyl)-4-(2-methylphenyl)piperazine-2-carboxamide), C1(CC1)N (cyclopropylamine). Solvent: CO (methanol). Reaction conditions: time 18 hour. Product: COC1=C(C=CC(=C1)OC1CCN(CC1)S(=O)(=O)CCNC1CC1)CC(=O)N1C(CN(CC1)C1=C(C=CC=C1)C)C(=O)N (1-(2-methoxy-4-(1-(2-(N-cyclopropylamino)ethylsulfonyl)-4-piperidyloxy)phenylacetyl)-4-(2-methylphenyl)piperazine-2-carboxamide). Reaction SMILES: [CH3:1][O:2][C:3]1[CH:8]=[C:7]([O:9][CH:10]2[CH2:15][CH2:14][N:13]([S:16]([CH:19]=[CH2:20])(=[O:18])=[O:17])[CH2:12][CH2:11]2)[CH:6]=[CH:5][C:4]=1[CH2:21][C:22]([N:24]1[CH2:29][CH2:28][N:27]([C:30]2[CH:35]=[CH:34][CH:33]=[CH:32][C:31]=2[CH3:36])[CH2:26][CH:25]1[C:37]([NH2:39])=[O:38])=[O:23].[CH:40]1([NH2:43])[CH2:42][CH2:41]1>CO>[CH3:1][O:2][C:3]1[CH:8]=[C:7]([O:9][CH:10]2[CH2:15][CH2:14][N:13]([S:16]([CH2:19][CH2:20][NH:43][CH:40]3[CH2:42][CH2:41]3)(=[O:18])=[O:17])[CH2:12][CH2:11]2)[CH:6]=[CH:5][C:4]=1[CH2:21][C:22]([N:24]1[CH2:29][CH2:28][N:27]([C:30]2[CH:35]=[CH:34][CH:33]=[CH:32][C:31]=2[CH3:36])[CH2:26][CH:25]1[C:37]([NH2:39])=[O:38])=[O:23]. Reported procedure: 1-(2-Methoxy-4-(1-ethenylsulfonyl-4-piperidyloxy)phenylacetyl)-4-(2-methylphenyl)piperazine-2-carboxamide (69 mg, 0.12 mmol) was dissolved in methanol (4 ml), treated with cyclopropylamine (0.0072 ml, 10 mg, 0.18 mmol), and stirred at ambient temperature under nitrogen for 18 hours. An additional 0.014 ml of cyclopropylamine was added and the mixture stirred another 72 hours at ambient temperature. The reaction was concentrated in vacuo and the residue was chromatographed on silica gel eluted wi... Starting materials: Cl.NCC1=C(C=CC=C1)CC(=O)O (2-(Aminomethyl)-benzeneacetate hydrochloride), CO (methanol), S(=O)(Cl)Cl (Thionyl chloride). Run at time 8 hour. Yields the product Cl.NCC1=C(C=CC=C1)CC(=O)OC (methyl 2-(aminomethyl)-benzeneacetate hydrochloride). As a reaction SMILES: Cl.[NH2:2][CH2:3][C:4]1[CH:9]=[CH:8][CH:7]=[CH:6][C:5]=1[CH2:10][C:11]([OH:13])=[O:12].S(Cl)([Cl:16])=O.[CH3:18]O>>[ClH:16].[NH2:2][CH2:3][C:4]1[CH:9]=[CH:8][CH:7]=[CH:6][C:5]=1[CH2:10][C:11]([O:13][CH3:18])=[O:12] |f:0.1,4.5|. Procedure: 2-(Aminomethyl)-benzeneacetate hydrochloride was stirred in dry methanol. Thionyl chloride (1.1 eq.) was added dropwise and the mixture was stirred at room temperature overnight to provide for (methyl 2-(aminomethyl)-benzeneacetate hydrochloride as a white solid. Starting materials: CC1(CC(C=2C=C(C(NC2C1)=S)C#N)=O)C (7,7-dimethyl-5-oxo-2-thioxo-1,2,5,6,7,8-hexahydroquinoline-3-carbonitrile), [OH-].[K+] (potassium hydroxide), O (water), BrCCCC (1-bromobutane). Run in CN(C)C=O (DMF). Reaction conditions: time 12 hour. Yields the product C(CCC)SC1=NC=2CC(CC(C2C=C1C#N)=O)(C)C (2-Butylsulfanyl-7,7-dimethyl-5-oxo-5,6,7,8-tetrahydroquinoline-3-carbonitrile). Yield: 64.6%. RXN SMILES: [CH3:1][C:2]1([CH3:16])[CH2:11][C:10]2[NH:9][C:8](=[S:12])[C:7]([C:13]#[N:14])=[CH:6][C:5]=2[C:4](=[O:15])[CH2:3]1.[OH-].[K+].Br[CH2:20][CH2:21][CH2:22][CH3:23].O>CN(C=O)C>[CH2:20]([S:12][C:8]1[C:7]([C:13]#[N:14])=[CH:6][C:5]2[C:4](=[O:15])[CH2:3][C:2]([CH3:16])([CH3:1])[CH2:11][C:10]=2[N:9]=1)[CH2:21][CH2:22][CH3:23] |f:1.2|. Procedure details: To a solution of 7,7-dimethyl-5-oxo-2-thioxo-1,2,5,6,7,8-hexahydroquinoline-3-carbonitrile (0.5 g, 2.2 mmol) in DMF (4 ml) was added 10% aqueous potassium hydroxide (1.23 ml), followed by dropwise addition of 1-bromobutane (0.24 ml, 2.2 mmol). The mixture was stirred at room temperature for 12 h, then water (12 ml) was added. The product was extracted with diethyl ether. The extract was washed with water and dried over sodium sulfate. Filtration and concentration under reduced pressure afforded ... Starting materials: NC1=NC(=C2NC=NC2=N1)Cl (2-amino-6-chloropurine), C([O-])([O-])=O.[K+].[K+] (potassium carbonate), C1=C(C=CS1)CBr (3-thenylbromide), 7- and 9-substituted chloropurines, CO.C(Cl)Cl (methanol methylene chloride). Run in CN(C)C=O (DMF). Product: NC1=NC(=C2N=CN(C2=N1)CC=1SC=CC1)Cl (2-Amino-9-[(2-thienyl)methyl]-6-chloropurine). As a reaction SMILES: [NH2:1][C:2]1[N:10]=[C:9]2[C:5]([NH:6][CH:7]=[N:8]2)=[C:4]([Cl:11])[N:3]=1.C(=O)([O-])[O-].[K+].[K+].[CH:18]1[S:22][CH:21]=[CH:20][C:19]=1CBr.CO.[CH2:27](Cl)Cl>CN(C=O)C>[NH2:1][C:2]1[N:10]=[C:9]2[C:5]([N:6]=[CH:7][N:8]2[CH2:27][C:18]2[S:22][CH:21]=[CH:20][CH:19]=2)=[C:4]([Cl:11])[N:3]=1 |f:1.2.3,5.6|. Procedure details: A mixture of 2-amino-6-chloropurine (Aldrich Chemical Co.) (7.47 g; 0.44 mol), potassium carbonate (6.64 g; 0.048 mol), and 3-thenylbromide (see U.S. Pat. No. 3,746,724) (7.8 g; 0.044 mol) in DMF (200 ml) was stirred under nitrogen at room temperature for 48 hours. The mixture was filtered and the filtrate evaporated to dryness under vacuum, ethyl ether was added and the precipitate was collected by filtration to give a mixture of 7- and 9-substituted chloropurines. A sample of pure 9 isomer was... Reactants: C(C)(C)(C)OC(=O)N1CCC(CC1)N (4-amino-piperidine-1-carboxylic acid tert-butyl ester), C([O-])(O)=O.[Na+] (sodium bicarbonate), ClC(=O)OCC1=CC=CC=C1 (benzyl chloroformate). Conditions: time 55 minute. The yield is 104.5%. Procedure: To a solution of 4-amino-piperidine-1-carboxylic acid tert-butyl ester (11.98 g, 58.4 mmol, 1 equiv) in THF (80 mL) at 23° C. was added a saturated solution of sodium bicarbonate (200 mL) followed by benzyl chloroformate (9.19 mL, 64.2 mmol, 1.1 equiv). The reaction was stirred for 55 min then partitioned between ethyl acetate (200 mL) and water (100 mL). The organic layer was separated, washed with saturated brine solution (200 mL), dried (MgSO4), filtered and concentrated to give 20.4 g of tan... Product: C(C)(C)(C)OC(=O)N1CCC(CC1)NC(=O)OCC1=CC=CC=C1 (4-Benzyloxycarbonylamino-piperidine-1-carboxylic acid tert-butyl ester). RXN SMILES: [C:1]([O:5][C:6]([N:8]1[CH2:13][CH2:12][CH:11]([NH2:14])[CH2:10][CH2:9]1)=[O:7])([CH3:4])([CH3:3])[CH3:2].C(=O)(O)[O-].[Na+].Cl[C:21]([O:23][CH2:24][C:25]1[CH:30]=[CH:29][CH:28]=[CH:27][CH:26]=1)=[O:22]>C1COCC1>[C:1]([O:5][C:6]([N:8]1[CH2:13][CH2:12][CH:11]([NH:14][C:21]([O:23][CH2:24][C:25]2[CH:30]=[CH:29][CH:28]=[CH:27][CH:26]=2)=[O:22])[CH2:10][CH2:9]1)=[O:7])([CH3:4])([CH3:2])[CH3:3] |f:1.2|. Solvent: C1CCOC1 (THF). Starting materials: ClC1(C(C(CCC1)(F)Cl)O)Cl (2,2,6-trichloro-6-fluorocyclohexanol), CC(=O)C (acetone). Product: ClC1(C(C(CCC1)(F)Cl)O)Cl (2,2,6-trichloro-6-fluorocyclohexanol), ClC1(C(C(CCC1)(F)Cl)(O)O)Cl (2,2,6-trichloro-6-fluoro-1,1-cyclohexane-diol). The yield is 32.0%. Reaction SMILES: [Cl:1][C:2]1([Cl:11])[CH2:7][CH2:6][CH2:5][C:4]([Cl:9])([F:8])[CH:3]1[OH:10].CC(C)=[O:14]>>[Cl:1][C:2]1([Cl:11])[CH2:7][CH2:6][CH2:5][C:4]([Cl:9])([F:8])[CH:3]1[OH:10].[Cl:1][C:2]1([Cl:11])[CH2:7][CH2:6][CH2:5][C:4]([Cl:9])([F:8])[C:3]1([OH:14])[OH:10]. Procedure: 0.5 g (2.26 mmol) of alcohol 1b in solution in 3 cm3 of acetone were introduced into a 10-cm3 round bottom flask fitted with a condenser and with magnetic stirring. 5 cm3 of the Jones reactant were introduced gently; the reaction was highly exothermic; the reaction mixture was then heated to 45°-50° C. for 16 h (1 cm3 of Jones reactant having been added after 4 h and 2 cm3 after 9 h of reaction). At the end of reaction the Jones reactant was destroyed with 10 cm3 of isopropanol, the mixture was ...